From a dataset of the Open Reaction Database (ORD), a public repository of structured organic reaction records. describe an organic reaction: reactants, conditions, products, and yield Reactants: Brc1cccnc1, C1CCOC1, [Li]CCCC, O=Cc1c(-c2ccc(Cl)cc2)nsc1-c1ccccc1. Yields the product OC(c1cccnc1)c1c(-c2ccc(Cl)cc2)nsc1-c1ccccc1. RXN SMILES: [Br:1][c:2]1[cH:3][n:4][cH:5][cH:6][cH:7]1.[CH2:33]1[O:34][CH2:35][CH2:36][CH2:37]1.[CH3:8][CH2:9][CH2:10][CH2:11][Li:12].[Cl:13][c:14]1[cH:15][cH:16][c:17](-[c:20]2[n:21][s:22][c:23](-[c:27]3[cH:28][cH:29][cH:30][cH:31][cH:32]3)[c:24]2[CH:25]=[O:26])[cH:18][cH:19]1>>[c:2]1([CH:25]([c:24]2[c:20](-[c:17]3[cH:16][cH:15][c:14]([Cl:13])[cH:19][cH:18]3)[n:21][s:22][c:23]2-[c:27]2[cH:28][cH:29][cH:30][cH:31][cH:32]2)[OH:26])[cH:3][n:4][cH:5][cH:6][cH:7]1. The reactants are CI, [H-], [Na+], CN(C)C=O, CC(=O)c1cc(O)cc(O)c1. Product: COc1cc(O)cc(C(C)=O)c1. Reaction SMILES: [CH3:12][I:13].[H-:14].[Na+:15].[O:16]=[CH:17][N:18]([CH3:19])[CH3:20].[OH:1][c:2]1[cH:3][c:4]([C:9]([CH3:10])=[O:11])[cH:5][c:6]([OH:8])[cH:7]1>>[OH:1][c:2]1[cH:3][c:4]([C:9]([CH3:10])=[O:11])[cH:5][c:6]([O:8][CH3:12])[cH:7]1. As a reaction SMILES: [CH:1]1([CH2:5][NH:6][C:7]2[N:12]=[CH:11][C:10]([NH:13][C:14](=[O:19])[C:15]([CH3:18])([CH3:17])[CH3:16])=[CH:9][C:8]=2[CH3:20])[CH2:4][CH2:3][CH2:2]1.C([Li])CCC.[CH2:26]([O:28][C:29]1[CH:34]=[CH:33][C:32]([CH2:35][C:36](OC)=O)=[CH:31][CH:30]=1)[CH3:27]>C1COCC1>[CH:1]1([CH2:5][N:6]2[C:7]3=[N:12][CH:11]=[C:10]([NH:13][C:14](=[O:19])[C:15]([CH3:16])([CH3:17])[CH3:18])[CH:9]=[C:8]3[CH:20]=[C:36]2[CH2:35][C:32]2[CH:33]=[CH:34][C:29]([O:28][CH2:26][CH3:27])=[CH:30][CH:31]=2)[CH2:2][CH2:3][CH2:4]1. The product is C1(CCC1)CN1C(=CC=2C1=NC=C(C2)NC(C(C)(C)C)=O)CC2=CC=C(C=C2)OCC (N-[1-(cyclobutylmethyl)-2-[(4-ethoxyphenyl)methyl]-1H-pyrrolo[2,3-b]pyridin-5-yl]-2,2-dimethyl-propanamide). Starting materials: C1(CCC1)CNC1=C(C=C(C=N1)NC(C(C)(C)C)=O)C (N-[6-[(cyclobutylmethyl)amino]-5-methyl-3-pyridinyl]-2,2-dimethyl-propanamide), C(CCC)[Li] (n-butyl lithium), C(C)OC1=CC=C(C=C1)CC(=O)OC (methyl 4-ethoxy-benzeneacetate). Run at temperature -20 celsius, time 1 hour. Isolated yield 21.3%. The solvent is C1CCOC1 (THF), C1CCOC1 (THF). Reported procedure: To a solution of N-[6-[(cyclobutylmethyl)amino]-5-methyl-3-pyridinyl]-2,2-dimethyl-propanamide (2.0 g, 7.26 mmol) in THF (70 ml) at −78° C. was added n-butyl lithium (12.7 mL of 2.0 M solution in cyclohexane, 25.4 mmol). The mixture was stirred for one hour at −20° C. and then cooled to −78° C. To this reaction mixture was cannulated to a solution of methyl 4-ethoxy-benzeneacetate (2.3 g, 11.6 mmol) in THF (50 mL) at −78° C. After stirring for 3 hours at room temperature, the mixture was quenche... The reactants are [N-]=[N+]=[N-].[Na+] (sodium azide), CC1([C@H](OC(C)=O)[C@@H](OC(C)=O)[C@H](OC(C)=O)[C@H](O1)C(=O)O)Br (Methyl 2,3,4,-tri-O-acetylglucopyranuronosyl bromide), O (H2O). Run in CN(C=O)C (dimethylformamide). Reaction conditions: time 24 hour. The product is CC1([C@H](OC(C)=O)[C@@H](OC(C)=O)[C@H](OC(C)=O)[C@H](O1)C(=O)O)N=[N+]=[N-] (methyl 2,3,4,-tri-O-acetylglucopyranuronosyl azide). Yield: 76.0%. RXN SMILES: [CH3:1][C:2]1(Br)[O:19][C@H:18]([C:20]([OH:22])=[O:21])[C@@H:13]([O:14][C:15](=[O:17])[CH3:16])[C@H:8]([O:9][C:10](=[O:12])[CH3:11])[C@H:3]1[O:4][C:5](=[O:7])[CH3:6].[N-:24]=[N+:25]=[N-:26].[Na+].O>CN(C)C=O>[CH3:1][C:2]1([N:24]=[N+:25]=[N-:26])[O:19][C@H:18]([C:20]([OH:22])=[O:21])[C@@H:13]([O:14][C:15](=[O:17])[CH3:16])[C@H:8]([O:9][C:10](=[O:12])[CH3:11])[C@H:3]1[O:4][C:5](=[O:7])[CH3:6] |f:1.2|. Procedure details: Methyl 2,3,4,-tri-O-acetylglucopyranuronosyl bromide (7.94 g, 20 mmol) was dissolved in 250 ml of dimethylformamide and 2.6 g, that is 40 mmol of sodium azide was added. The mixture was stirred at room temperature for 24 hours and then poured into 500 ml of H2O. The organic soluble material was extracted three times with 150 ml ethyl acetate. The combined ethyl acetate extracts were washed twice with 100 ml H2O, brine, dried over MgSO4, and concentrated to dryness. The residue was recrystallized... Starting materials: Cl.C(C1=CC=CC=C1)NCCC1=CNC2=CC=CC=C12 (N-benzyl-tryptamine hydrochloride), C(C)OC(CNC(=O)OCC1=CC=CC=C1)OCC (N-benzyloxycarbonyl-aminoacetaldehyde diethylacetal), Cl (hydrochloric acid). Run in CO.O (methanol water). The product is C(C1=CC=CC=C1)OC(=O)NCC1N(CCC=2C3=CC=CC=C3NC12)CC1=CC=CC=C1 (1,2,3,4-tetrahydro-1-((N-benzyloxycarbonylamino)methyl)-2-benzyl-β-carboline). Isolated yield 62.0%. Reaction SMILES: Cl.[CH2:2]([NH:9][CH2:10][CH2:11][C:12]1[C:20]2[C:15](=[CH:16][CH:17]=[CH:18][CH:19]=2)[NH:14][CH:13]=1)[C:3]1[CH:8]=[CH:7][CH:6]=[CH:5][CH:4]=1.C(O[CH:24](OCC)[CH2:25][NH:26][C:27]([O:29][CH2:30][C:31]1[CH:36]=[CH:35][CH:34]=[CH:33][CH:32]=1)=[O:28])C.Cl>CO.O>[CH2:30]([O:29][C:27]([NH:26][CH2:25][CH:24]1[C:13]2[NH:14][C:15]3[C:20](=[CH:19][CH:18]=[CH:17][CH:16]=3)[C:12]=2[CH2:11][CH2:10][N:9]1[CH2:2][C:3]1[CH:8]=[CH:7][CH:6]=[CH:5][CH:4]=1)=[O:28])[C:31]1[CH:36]=[CH:35][CH:34]=[CH:33][CH:32]=1 |f:0.1,4.5|. Reported procedure: To a solution of 50 g of N-benzyl-tryptamine hydrochloride (i.e., 3-(2-(benzylamino)-ethyl)indole hydrochloride) in 500 ml of methanol-water (4:1) are added 57.9 g of N-benzyloxycarbonyl-aminoacetaldehyde diethylacetal and 25 ml of 10% hydrochloric acid, and the mixture is refluxed for 16 hours. After the reaction, the reaction mixture is evaporated under reduced pressure to remove solvent, and the resultant crystals are collected by filtration. After being washed with water and ether, said crys... Starting materials: CS(=O)(=O)OCCCC=1N=C(OC1C)C1=CC=C(C(=O)OC)C=C1 (methyl 4-[4-[3-(methanesulfonyloxy)propyl]-5-methyl-1,3-oxazol-2-yl]benzoate), OC1CCN(CC1)C(=O)OC(C)(C)C (tert-butyl 4-hydroxypiperidine-1-carboxylate), CC(C)([O-])C.[K+] (potassium tert-butoxide). Run in CN(C=O)C (N,N-dimethylformamide). Run at temperature 35 celsius, time 35 minute. The product is C(C)(C)(C)OC(=O)N1CCC(CC1)OCCCC=1N=C(OC1C)C1=CC=C(C(=O)O)C=C1 (4-(4-(3-(1-(tert-butoxycarbonyl)piperidin-4-yloxy)propyl)-5-methyloxazol-2-yl)benzoic acid). The yield is 126.4%. Reaction SMILES: CS([O:5][CH2:6][CH2:7][CH2:8][C:9]1[N:10]=[C:11]([C:15]2[CH:24]=[CH:23][C:18]([C:19]([O:21]C)=[O:20])=[CH:17][CH:16]=2)[O:12][C:13]=1[CH3:14])(=O)=O.O[CH:26]1[CH2:31][CH2:30][N:29]([C:32]([O:34][C:35]([CH3:38])([CH3:37])[CH3:36])=[O:33])[CH2:28][CH2:27]1.CC(C)([O-])C.[K+]>CN(C)C=O>[C:35]([O:34][C:32]([N:29]1[CH2:30][CH2:31][CH:26]([O:5][CH2:6][CH2:7][CH2:8][C:9]2[N:10]=[C:11]([C:15]3[CH:24]=[CH:23][C:18]([C:19]([OH:21])=[O:20])=[CH:17][CH:16]=3)[O:12][C:13]=2[CH3:14])[CH2:27][CH2:28]1)=[O:33])([CH3:38])([CH3:36])[CH3:37] |f:2.3|. Reported procedure: To a solution of methyl 4-[4-[3-(methanesulfonyloxy)propyl]-5-methyl-1,3-oxazol-2-yl]benzoate (630 mg, 1.78 mmol, 1.00 equiv) and tert-butyl 4-hydroxypiperidine-1-carboxylate (1 g, 4.97 mmol, 2.79 equiv) in N,N-dimethylformamide (20 mL) maintained under nitrogen at 35° C. was added potassium tert-butoxide (350 mg, 3.12 mmol, 1.75 equiv) in 20 min. The resulting solution was stirred at 35° C. for another 35 min then the reaction was quenched with 50 mL of water. The pH value of the solution was a... The reactants are CS(=O)(=O)OC[C@@H]1N(CCN(C1)S(=O)(=O)C=1SC=CC1)C1=CC=C(C=C1)C(C(F)(F)F)(C)O (((2R)-4-(2-thiophenylsulfonyl)-1-(4-(2,2,2-trifluoro-1-hydroxy-1-methylethyl)phenyl)-2-piperazinyl)methyl methanesulfonate), CS(=O)(=O)OC[C@@H]1N(CCN(C1)S(=O)(=O)C=1SC=CC1)C1=CC=C(C=C1)C(C(F)(F)F)(C)O (((2R)-4-(2-thiophenylsulfonyl)-1-(4-(2,2,2-trifluoro-1-hydroxy-1-methylethyl)phenyl)-2-piperazinyl)methyl methanesulfonate), NC1=CC=CC=C1 (aniline). The solvent is CO (MeOH). Run at temperature 140 celsius. Yields the product FC(C(C)(O)C1=CC=C(C=C1)N1[C@H](CN(CC1)S(=O)(=O)C=1SC=CC1)CNC1=CC=CC=C1)(F)F (1,1,1-trifluoro-2-(4-((2S)-2-((phenylamino)methyl)-4-(2-thiophenylsulfonyl)-1-piperazinyl)phenyl)-2-propanol). Yield: 57.3%. RXN SMILES: CS(O[CH2:6][C@H:7]1[CH2:12][N:11]([S:13]([C:16]2[S:17][CH:18]=[CH:19][CH:20]=2)(=[O:15])=[O:14])[CH2:10][CH2:9][N:8]1[C:21]1[CH:26]=[CH:25][C:24]([C:27]([OH:33])([CH3:32])[C:28]([F:31])([F:30])[F:29])=[CH:23][CH:22]=1)(=O)=O.[NH2:34][C:35]1[CH:40]=[CH:39][CH:38]=[CH:37][CH:36]=1>CO>[F:29][C:28]([F:30])([F:31])[C:27]([C:24]1[CH:25]=[CH:26][C:21]([N:8]2[CH2:9][CH2:10][N:11]([S:13]([C:16]3[S:17][CH:18]=[CH:19][CH:20]=3)(=[O:15])=[O:14])[CH2:12][C@@H:7]2[CH2:6][NH:34][C:35]2[CH:40]=[CH:39][CH:38]=[CH:37][CH:36]=2)=[CH:22][CH:23]=1)([OH:33])[CH3:32]. Procedure details: A 20-mL microwave vial was charged with ((2R)-4-(thiophen-2-ylsulfonyl)-1-(4-(1,1,1-trifluoro-2-hydroxypropan-2-yl)phenyl)piperazin-2-yl)methyl methanesulfonate (0.500 g, 0.946 mmol, Intermediate B), aniline (0.884 g, 9.46 mmol), and MeOH (8.0 mL). The vial was sealed and heated in an Initiator microwave reactor (Biotage AB, Inc., Uppsala, Sweden) at 140° C. for 30 min. After cooling to room temperature, the reaction mixture was concentrated and the crude product was purified by column chromatog... Starting materials: CC(=O)O, O=C1Nc2ccc(I)cc2C1=O, NNS(=O)(=O)c1cccc(C(=O)O)c1. The product is O=C1Nc2ccc(I)cc2C1=NNS(=O)(=O)c1cccc(C(=O)O)c1. Reaction SMILES: [CH3:27][C:28](=[O:29])[OH:30].[I:1][c:2]1[cH:3][c:4]2[c:8]([cH:9][cH:10]1)[NH:7][C:6](=[O:11])[C:5]2=[O:12].[NH:13]([NH2:14])[S:15](=[O:16])(=[O:17])[c:18]1[cH:19][c:20]([C:21](=[O:22])[OH:23])[cH:24][cH:25][cH:26]1>>[I:1][c:2]1[cH:3][c:4]2[c:8]([cH:9][cH:10]1)[NH:7][C:6](=[O:11])[C:5]2=[N:14][NH:13][S:15](=[O:16])(=[O:17])[c:18]1[cH:19][c:20]([C:21](=[O:22])[OH:23])[cH:24][cH:25][cH:26]1. The reactants are C(\C=C/C(=O)OCC)(=O)OCC (diethyl maleate), C1(=CC=CC=C1)NO (N-phenylhydroxylamine). Run in C(C)O (ethanol), C(C)O (ethanol). Product: C1(=CC=CC=C1)N([C@@H](CC(=O)OCC)C(=O)OCC)O (Diethyl N-Phenyl-N-Hydroxyaspartate). Isolated yield 113.8%. As a reaction SMILES: [C:1]([O:10][CH2:11][CH3:12])(=[O:9])/[CH:2]=[CH:3]\[C:4]([O:6][CH2:7][CH3:8])=[O:5].[C:13]1([NH:19][OH:20])[CH:18]=[CH:17][CH:16]=[CH:15][CH:14]=1>C(O)C>[C:13]1([N:19]([OH:20])[C@H:3]([C:4]([O:6][CH2:7][CH3:8])=[O:5])[CH2:2][C:1]([O:10][CH2:11][CH3:12])=[O:9])[CH:18]=[CH:17][CH:16]=[CH:15][CH:14]=1. Procedure details: A solution of diethyl maleate (20.65 g, 0.117 mol) in ethanol (25.0 g) was added dropwise to a solution of N-phenylhydroxylamine (14.6 g, 0.129 mol) in ethanol (46.3 g). The reaction mixture was stirred at room temperature for an hour. The analysis of the reaction mixture by thin layer chromatography indicated the completion of the reaction. The reaction mixture was concentrated under reduced pressure to give the crude product (37.46 g). The crude product was crystallized from ethylacetate-hexan... Reactants: SC(C(=O)O)C1=CC=C(C=C1)C1=C(C=CC=C1)Cl (α-mercapto-2'-chloro-4-biphenylylacetic acid), Cl (hydrochloric acid), ClC(=O)OCC (ethyl chloroformate), C([O-])(O)=O.[Na+] (sodium bicarbonate). The solvent is CCOCC (ether), N1=CC=CC=C1 (pyridine). Product: C(C)OC(=O)SC(C(=O)O)C1=CC=C(C=C1)C1=C(C=CC=C1)Cl (α-ethoxycarbonylthio-2'-chloro-4-biphenylylacetic acid). As a reaction SMILES: [SH:1][CH:2]([C:6]1[CH:11]=[CH:10][C:9]([C:12]2[CH:17]=[CH:16][CH:15]=[CH:14][C:13]=2[Cl:18])=[CH:8][CH:7]=1)[C:3]([OH:5])=[O:4].Cl[C:20]([O:22][CH2:23][CH3:24])=[O:21].C(=O)(O)[O-].[Na+].Cl>CCOCC.N1C=CC=CC=1>[CH2:23]([O:22][C:20]([S:1][CH:2]([C:6]1[CH:11]=[CH:10][C:9]([C:12]2[CH:17]=[CH:16][CH:15]=[CH:14][C:13]=2[Cl:18])=[CH:8][CH:7]=1)[C:3]([OH:5])=[O:4])=[O:21])[CH3:24] |f:2.3|. Reported procedure: A solution of α-mercapto-2'-chloro-4-biphenylylacetic acid 5.6 g. (0.02 moles) in 25 ml. of pyridine is cooled in an ice bath. To this is added dropwise 2.1 ml. (0.022 moles) of ethyl chloroformate. The mixture is basified with 10% sodium bicarbonate solution. The alkaline mixture is worked with ether, then acidified with 10% hydrochloric acid, washed with ether, dried and filtered. The solvent is removed and the residue is triturated with hexane to obtain α-ethoxycarbonylthio-2'-chloro-4-biphen...